From a dataset of the Open Reaction Database (ORD), a public repository of structured organic reaction records. describe an organic reaction: reactants, conditions, products, and yield Starting materials: C(CCC)NC=1C(=CC=2C(=CN=NC2O)N1)C(=O)OCC (2-butylamino-5-hydroxy-pyrido[2,3-d]pyridazine-3-carboxylic acid, ethyl ester), P(=O)(Cl)(Cl)Cl (phosphorous oxychloride). Product: C(CCC)NC=1C(=CC=2C(=CN=NC2Cl)N1)C(=O)OCC (2-Butylamino-5-chloro-pyrido[2,3-d]pyridazine-3-carboxylic acid, ethyl ester). As a reaction SMILES: [CH2:1]([NH:5][C:6]1[C:7]([C:17]([O:19][CH2:20][CH3:21])=[O:18])=[CH:8][C:9]2[C:10]([N:16]=1)=[CH:11][N:12]=[N:13][C:14]=2O)[CH2:2][CH2:3][CH3:4].P(Cl)(Cl)([Cl:24])=O>>[CH2:1]([NH:5][C:6]1[C:7]([C:17]([O:19][CH2:20][CH3:21])=[O:18])=[CH:8][C:9]2[C:10]([N:16]=1)=[CH:11][N:12]=[N:13][C:14]=2[Cl:24])[CH2:2][CH2:3][CH3:4]. Procedure: 5.8 g of 2-butylamino-5-hydroxy-pyrido[2,3-d]pyridazine-3-carboxylic acid, ethyl ester (0.02 mol) are treated with 20 ml of phosphorous oxychloride for 5 days at room temperature with permanent stirring. The excess of phosphorous oxychloride in distilled off in vacuo and the remaining residue is extracted with 20 ml of hot ethyl acetate. 2-butylamino-5-chloro-pyrido[2,3-d]pyridazine-3-carboxylic acid, ethyl ester crystallizes on cooling. Yield 5.5 g (83%); m.p. 126.7° C. (ligroin). Procedure details: 1.01 g of t-butyl N-[2-benzyloxy-5-(4,4,5,5-tetramethyl-1,3,2-dioxaborolan-2-yl)benzyl]carbamate, 593 mg of methyl 3-bromo-6-methylbenzoate, 130 mg of dichloro-bistriphenyl phosphinoferrocene palladium and 1 g of potassium carbonate were dissolved in 15 ml of dimethoxyethane, and the mixture was heated under reflux for 4 hours in a nitrogen atmosphere. The reaction mixture was filtered through Celite, and the filtrate was evaporated. The residue was purified by silica gel column, to give methyl ... The solvent is C(OC)COC (dimethoxyethane). The product is C(C)(C)(C)OC(=O)NCC=1C=C(C=CC1OCC1=CC=CC=C1)C=1C=C(C(=O)OC)C(=CC1)C (methyl 3-(3-{[(t-butoxycarbonyl)amino]methyl}-4-benzyloxyphenyl)-6-methylbenzoate). As a reaction SMILES: [CH2:1]([O:8][C:9]1[CH:23]=[CH:22][C:21](B2OC(C)(C)C(C)(C)O2)=[CH:20][C:10]=1[CH2:11][NH:12][C:13](=[O:19])[O:14][C:15]([CH3:18])([CH3:17])[CH3:16])[C:2]1[CH:7]=[CH:6][CH:5]=[CH:4][CH:3]=1.Br[C:34]1[CH:35]=[C:36]([C:41]([CH3:44])=[CH:42][CH:43]=1)[C:37]([O:39][CH3:40])=[O:38].C(=O)([O-])[O-].[K+].[K+]>C(COC)OC>[C:15]([O:14][C:13]([NH:12][CH2:11][C:10]1[CH:20]=[C:21]([C:34]2[CH:35]=[C:36]([C:41]([CH3:44])=[CH:42][CH:43]=2)[C:37]([O:39][CH3:40])=[O:38])[CH:22]=[CH:23][C:9]=1[O:8][CH2:1][C:2]1[CH:7]=[CH:6][CH:5]=[CH:4][CH:3]=1)=[O:19])([CH3:16])([CH3:17])[CH3:18] |f:2.3.4|. Starting materials: C(C1=CC=CC=C1)OC1=C(CNC(OC(C)(C)C)=O)C=C(C=C1)B1OC(C(O1)(C)C)(C)C (t-butyl N-[2-benzyloxy-5-(4,4,5,5-tetramethyl-1,3,2-dioxaborolan-2-yl)benzyl]carbamate), BrC=1C=C(C(=O)OC)C(=CC1)C (methyl 3-bromo-6-methylbenzoate), dichloro-bistriphenyl phosphinoferrocene palladium, C([O-])([O-])=O.[K+].[K+] (potassium carbonate).